From a dataset of the Open Reaction Database (ORD), a public repository of structured organic reaction records. describe an organic reaction: reactants, conditions, products, and yield Starting materials: COc1ccc(F)c(Cl)c1C(C)c1c[nH]c2ncc(Br)cc12, Cc1nn(CC(C)(C)O)c(C)c1B1OC(C)(C)C(C)(C)O1, [K+], [K+], O=C([O-])[O-], C1COCCO1, O, c1ccc(P(c2ccccc2)(c2ccccc2)[Pd](P(c2ccccc2)(c2ccccc2)c2ccccc2)(P(c2ccccc2)(c2ccccc2)c2ccccc2)P(c2ccccc2)(c2ccccc2)c2ccccc2)cc1. Product: COc1ccc(F)c(Cl)c1C(C)c1c[nH]c2ncc(-c3c(C)nn(CC(C)(C)O)c3C)cc12. Reaction SMILES: [Br:1][c:2]1[cH:3][c:4]2[c:5]([n:6][cH:7]1)[nH:8][cH:9][c:10]2[CH:11]([CH3:12])[c:13]1[c:14]([Cl:22])[c:15]([F:21])[cH:16][cH:17][c:18]1[O:19][CH3:20].[CH3:23][c:24]1[n:25][n:26]([CH2:39][C:40]([CH3:41])([OH:42])[CH3:43])[c:27]([CH3:38])[c:28]1[B:29]1[O:30][C:31]([CH3:32])([CH3:33])[C:34]([CH3:35])([CH3:36])[O:37]1.[K+:44].[K+:45].[O-:46][C:47]([O-:48])=[O:49].[O:50]1[CH2:51][CH2:52][O:53][CH2:54][CH2:55]1.[OH2:133].[cH:56]1[cH:57][cH:58][c:59]([P:60]([Pd:61]([P:62]([c:63]2[cH:64][cH:65][cH:66][cH:67][cH:68]2)([c:69]2[cH:70][cH:71][cH:72][cH:73][cH:74]2)[c:75]2[cH:76][cH:77][cH:78][cH:79][cH:80]2)([P:81]([c:82]2[cH:83][cH:84][cH:85][cH:86][cH:87]2)([c:88]2[cH:89][cH:90][cH:91][cH:92][cH:93]2)[c:94]2[cH:95][cH:96][cH:97][cH:98][cH:99]2)[P:100]([c:101]2[cH:102][cH:103][cH:104][cH:105][cH:106]2)([c:107]2[cH:108][cH:109][cH:110][cH:111][cH:112]2)[c:113]2[cH:114][cH:115][cH:116][cH:117][cH:118]2)([c:119]2[cH:120][cH:121][cH:122][cH:123][cH:124]2)[c:125]2[cH:126][cH:127][cH:128][cH:129][cH:130]2)[cH:131][cH:132]1>>[c:2]1(-[c:28]2[c:24]([CH3:23])[n:25][n:26]([CH2:39][C:40]([CH3:41])([OH:42])[CH3:43])[c:27]2[CH3:38])[cH:3][c:4]2[c:5]([n:6][cH:7]1)[nH:8][cH:9][c:10]2[CH:11]([CH3:12])[c:13]1[c:14]([Cl:22])[c:15]([F:21])[cH:16][cH:17][c:18]1[O:19][CH3:20]. The reactants are R-(+)-Rasagiline hydrochloride, NC1CCC2=CC=CC=C12 (racemic 1-aminoindan), C(C#C)Cl (propargyl chloride), C([O-])([O-])=O.[K+].[K+] (potassium carbonate). The solvent is C(C)#N (acetonitrile). Yields the product C#CCN[C@@H]1CCC2=C1C=CC=C2 (Rasagiline). Reaction SMILES: [NH2:1][CH:2]1[C:10]2[C:5](=[CH:6][CH:7]=[CH:8][CH:9]=2)[CH2:4][CH2:3]1.[CH2:11](Cl)[C:12]#[CH:13].C(=O)([O-])[O-].[K+].[K+]>C(#N)C>[CH:11]#[C:12][CH2:13][NH:1][C@H:2]1[C:10]2[CH:9]=[CH:8][CH:7]=[CH:6][C:5]=2[CH2:4][CH2:3]1 |f:2.3.4|. Procedure: EP436492 discloses process for preparation of R-(+)-Rasagiline hydrochloride which involves reaction of racemic 1-aminoindan (2) with propargyl chloride (6) in presence of potassium carbonate in acetonitrile (ACN) at 60° C. for 16 hours to obtain racemic Rasagiline base (4) which is purified using column chromatography. The ethereal solution of purified racemic base is then treated with HCl gas followed by recrystallization using isopropanol (IPA) to obtain racemic Rasagiline hydrochloride (7). ... Starting materials: C(C1=CC=CC=C1)N1C[C@@H]([C@H](C1)C1=CSC=C1)C=O (1-Benzyl-3-(R)-formyl-4-(S)-(3-thienyl)pyrrolidine), OC1(CCNCC1)CCCC1=CC=CC=C1 (4-hydroxy-4-(3-phenylpropyl)piperidine). Yields the product C(C1=CC=CC=C1)N1C[C@@H]([C@H](C1)C1=CSC=C1)CN1CCC(CC1)(CCCC1=CC=CC=C1)O (1-Benzyl-3-(S)-(4-hydroxy-4-(3-phenylpropyl)piperidinylmethyl)-4-(S)-(3-thienyl)pyrrolidine). As a reaction SMILES: [CH2:1]([N:8]1[CH2:12][C@H:11]([C:13]2[CH:17]=[CH:16][S:15][CH:14]=2)[C@@H:10]([CH:18]=O)[CH2:9]1)[C:2]1[CH:7]=[CH:6][CH:5]=[CH:4][CH:3]=1.[OH:20][C:21]1([CH2:27][CH2:28][CH2:29][C:30]2[CH:35]=[CH:34][CH:33]=[CH:32][CH:31]=2)[CH2:26][CH2:25][NH:24][CH2:23][CH2:22]1>>[CH2:1]([N:8]1[CH2:12][C@H:11]([C:13]2[CH:17]=[CH:16][S:15][CH:14]=2)[C@@H:10]([CH2:18][N:24]2[CH2:25][CH2:26][C:21]([OH:20])([CH2:27][CH2:28][CH2:29][C:30]3[CH:35]=[CH:34][CH:33]=[CH:32][CH:31]=3)[CH2:22][CH2:23]2)[CH2:9]1)[C:2]1[CH:3]=[CH:4][CH:5]=[CH:6][CH:7]=1. Procedure: The title compound was prepared from 1-Benzyl-3-(R)-formyl-4-(S)-(3-thienyl)pyrrolidine [which was prepared from (S)-N-(1-benzyl-4-(S)-(3-thienyl)-3-(R)-pyrrolidinylcarbonyl)-4-benzyl-2-oxazolidinone (Example 241 Step 2)] and 4-hydroxy-4-(3-phenylpropyl)piperidine (Example 122, Step 1) by procedures analogous to those described in Example 241. Reactants: Cl.CC1=CNC=2N=CN=C(C21)N2CCC(CC2)N (1-(5-methyl-7H-pyrrolo[2,3-d]pyrimidin-4-yl)-4-piperidinamine hydrochloride), N1(CCCC1)CCOC=1C=C(C(=O)O)C=CC1 (3-{[2-(1-pyrrolidinyl)ethyl]oxy}benzoic acid), ClC1=NC(=NC(=N1)OC)OC (2-chloro-4,6-dimethoxy-1,3,5-triazine), CN1CCOCC1 (N-methylmorpholine). Solvent: CC#N (MeCN). Conditions: temperature 0 celsius, time 2 hour. The product is CC1=CNC=2N=CN=C(C21)N2CCC(CC2)NC(C2=CC(=CC=C2)OCCN2CCCC2)=O (N-[1-(5-methyl-7H-pyrrolo[2,3-d]pyrimidin-4-yl)-4-piperidinyl]-3-{[2-(1-pyrrolidinyl)ethyl]oxy}benzamide). RXN SMILES: [N:1]1([CH2:6][CH2:7][O:8][C:9]2[CH:10]=[C:11]([CH:15]=[CH:16][CH:17]=2)[C:12]([OH:14])=O)[CH2:5][CH2:4][CH2:3][CH2:2]1.ClC1N=C(OC)N=C(OC)N=1.CN1CCOCC1.Cl.[CH3:37][C:38]1[C:46]2[C:45]([N:47]3[CH2:52][CH2:51][CH:50]([NH2:53])[CH2:49][CH2:48]3)=[N:44][CH:43]=[N:42][C:41]=2[NH:40][CH:39]=1>CC#N>[CH3:37][C:38]1[C:46]2[C:45]([N:47]3[CH2:52][CH2:51][CH:50]([NH:53][C:12](=[O:14])[C:11]4[CH:15]=[CH:16][CH:17]=[C:9]([O:8][CH2:7][CH2:6][N:1]5[CH2:2][CH2:3][CH2:4][CH2:5]5)[CH:10]=4)[CH2:49][CH2:48]3)=[N:44][CH:43]=[N:42][C:41]=2[NH:40][CH:39]=1 |f:3.4|. Procedure: 3-{[2-(1-pyrrolidinyl)ethyl]oxy}benzoic acid D38 (200 mg) and 2-chloro-4,6-dimethoxy-1,3,5-triazine (171 mg, 0.98 mmol) was dissolved under argon in MeCN (20 ml) and cooled down to 0° C. Then N-methylmorpholine (0.3 ml) was added and the mixture was stirred at 0° C. for 2 hours. To this mixture was added 1-(5-methyl-7H-pyrrolo[2,3-d]pyrimidin-4-yl)-4-piperidinamine hydrochloride D11 (240 mg) in small portions, afterwards the reaction was then warmed up to room temperature. After stirring for 16 ... Reactants: O=C([O-])[O-], COc1ncnc2sc(N=C(SC)SC)nc12, Cl, Cl, [Cs+], [Cs+], NCC1(O)CN2CCC1CC2, CN(C)C=O, O. As a reaction SMILES: [C:31](=[O:32])([O-:33])[O-:34].[CH3:1][O:2][c:3]1[c:4]2[c:5]([n:6][cH:7][n:8]1)[s:9][c:10]([N:12]=[C:13]([S:14][CH3:15])[S:16][CH3:17])[n:11]2.[ClH:18].[ClH:19].[Cs+:35].[Cs+:36].[NH2:20][CH2:21][C:22]1([OH:30])[CH2:23][N:24]2[CH2:25][CH2:26][CH:27]1[CH2:28][CH2:29]2.[O:38]=[CH:39][N:40]([CH3:41])[CH3:42].[OH2:37]>>[CH3:1][O:2][c:3]1[c:4]2[c:5]([n:6][cH:7][n:8]1)[s:9][c:10]([NH:12][C:13]1=[N:20][CH2:21][C:22]3([CH2:23][N:24]4[CH2:25][CH2:26][CH:27]3[CH2:28][CH2:29]4)[O:30]1)[n:11]2. The product is COc1ncnc2sc(NC3=NCC4(CN5CCC4CC5)O3)nc12. Starting materials: C(C)(C)(C)OC(NC1=C(C=C(C(=C1)CC)C(F)(F)F)N)=O ((2-amino-5-ethyl-4-trifluoromethyl-phenyl)-carbamic acid tert-butyl ester), C(C)(C)(C)OC(CC(=O)C1=CC(=CC=C1)C1=CC(=NC=C1)C)=O (3-[3-(2-methyl-pyridin-4-yl)-phenyl]-3-oxo-propionic acid tert-butyl ester). Product: C(C)(C)(C)OC(NC1=C(C=C(C(=C1)CC)C(F)(F)F)NC(CC(=O)C1=CC(=CC=C1)C1=CC(=NC=C1)C)=O)=O ((5-Ethyl-2-{3-[3-(2-methyl-pyridin-4-yl)-phenyl]-3-oxo-propionylamino}-4-trifluoromethyl-phenyl)-carbamic acid tert-butyl ester), foam. Yield: 79.0%. As a reaction SMILES: [C:1]([O:5][C:6](=[O:21])[NH:7][C:8]1[CH:13]=[C:12]([CH2:14][CH3:15])[C:11]([C:16]([F:19])([F:18])[F:17])=[CH:10][C:9]=1[NH2:20])([CH3:4])([CH3:3])[CH3:2].C([O:26][C:27](=O)[CH2:28][C:29]([C:31]1[CH:36]=[CH:35][CH:34]=[C:33]([C:37]2[CH:42]=[CH:41][N:40]=[C:39]([CH3:43])[CH:38]=2)[CH:32]=1)=[O:30])(C)(C)C>>[C:1]([O:5][C:6](=[O:21])[NH:7][C:8]1[CH:13]=[C:12]([CH2:14][CH3:15])[C:11]([C:16]([F:19])([F:18])[F:17])=[CH:10][C:9]=1[NH:20][C:27](=[O:26])[CH2:28][C:29]([C:31]1[CH:36]=[CH:35][CH:34]=[C:33]([C:37]2[CH:42]=[CH:41][N:40]=[C:39]([CH3:43])[CH:38]=2)[CH:32]=1)=[O:30])([CH3:2])([CH3:3])[CH3:4]. Reported procedure: The title compound was prepared from (2-amino-5-ethyl-4-trifluoromethyl-phenyl)-carbamic acid tert-butyl ester (Example J33) (152 mg, 0.5 mmol) and 3-[3-(2-methyl-pyridin-4-yl)-phenyl]-3-oxo-propionic acid tert-butyl ester (Example K12) (156 mg, 0.5 mmol) according to the general procedure M. Obtained as a light yellow foam (213 mg, 79%). Reactants: ClC1=CC(=NC(=N1)S(=O)C)N (6-chloro-2-(methylsulfinyl)pyrimidine-4-amine), BrN1C(CCC1=O)=O (N-bromosuccinimide). Solvent: C(Cl)Cl (DCM). Reaction conditions: time 1 hour. Product: BrC=1C(=NC(=NC1Cl)SC)N (5-bromo-6-chloro-2-(methylthio)pyrimidine-4-amine). As a reaction SMILES: [Cl:1][C:2]1[N:7]=[C:6]([S:8]([CH3:10])=O)[N:5]=[C:4]([NH2:11])[CH:3]=1.[Br:12]N1C(=O)CCC1=O>C(Cl)Cl>[Br:12][C:3]1[C:4]([NH2:11])=[N:5][C:6]([S:8][CH3:10])=[N:7][C:2]=1[Cl:1]. Procedure details: To a cold stirring solution of 10 g (52.2 mmol) 6-chloro-2-(methylsulfinyl)pyrimidine-4-amine in 450 ml of DCM, 10 g (56.2 mmol) of N-bromosuccinimide were added, and stirring was continued for 1 hour at room temperature to provide 5-bromo-6-chloro-2-(methylthio)pyrimidine-4-amine, which was used without further purification in the next step (see intermediate 3). The end of the reaction is followed by thin layer chromatography. The reactants are C=CC=C (1,3-butadiene), C=CC1=CC=CC=C1 (styrene), C=1C=CC(=CC1)P(=O)(C=2C=CC=CC2)C=3C=CC=CC3 (TPPO), C(CCC)[Li] (n-butyllithium), C(C)(C)(C)C1=C(C(=CC=C1C)O)C(C)(C)C (di-tert-butyl-p-cresol). Solvent: CCCCCC (n-hexane), C(C)(C)O (isopropanol). Conditions: time 30 minute. The product is C=CC=C.C=CC1=CC=CC=C1 (butadiene-styrene copolymer), C=CC1=CC=CC=C1 (styrene). Isolated yield 19.4%. RXN SMILES: [CH2:1]=[CH:2][CH:3]=[CH2:4].[CH2:5]=[CH:6][C:7]1[CH:12]=[CH:11][CH:10]=[CH:9][CH:8]=1.C1C=CC(P(C2C=CC=CC=2)(C2C=CC=CC=2)=O)=CC=1.C([Li])CCC.[C:38]([C:42]1[C:47](C)=[CH:46][CH:45]=[C:44](O)[C:43]=1C(C)(C)C)(C)(C)[CH3:39]>CCCCCC.C(O)(C)C>[CH2:1]=[CH:2][CH:3]=[CH2:4].[CH2:5]=[CH:6][C:7]1[CH:12]=[CH:11][CH:10]=[CH:9][CH:8]=1.[CH2:39]=[CH:38][C:42]1[CH:47]=[CH:46][CH:45]=[CH:44][CH:43]=1 |f:7.8|. Procedure details: A one gallon stainless steel reactor equipped with a stirrer blade is charged with 95 grams of 1,3-butadiene and 19 grams of styrene in 2,000 grams of n-hexane. One-half millimoles of TPPO are added and the temperature is adjusted to 100° C. One millimole of n-butyllithium is added to the mixture in the reaction vessel. Polymerization is completed within 30 minutes with the final maximum reaction temperature reaching 130° C. After termination of the reaction, 0.5 percent by weight of an antioxid... Starting materials: BrC1=CC=C(C=C1)SC (4-bromothioanisole), N12CCCCCC2=NCCC1 (1,8-diazabicyclo[5.4.0]undec-7-ene), C(C#C)O (propargyl alcohol). The reagents and catalysts are [Cu]I (copper(I) iodide), C=1C=CC(=CC1)[P](C=2C=CC=CC2)(C=3C=CC=CC3)[Pd]([P](C=4C=CC=CC4)(C=5C=CC=CC5)C=6C=CC=CC6)([P](C=7C=CC=CC7)(C=8C=CC=CC8)C=9C=CC=CC9)[P](C=1C=CC=CC1)(C=1C=CC=CC1)C=1C=CC=CC1 (tetrakis(triphenylphosphine)palladium). Solvent: O1CCCC1 (tetrahydrofuran), O1CCCC1 (tetrahydrofuran), CCOCC (ether), Cl (hydrochloric acid). Conditions: temperature 50 celsius, time 20 hour. Yields the product CSC1=CC=C(C=C1)C#CCO (3-(4-methylsulfanylphenyl)prop-2-yn-1-ol). RXN SMILES: Br[C:2]1[CH:7]=[CH:6][C:5]([S:8][CH3:9])=[CH:4][CH:3]=1.N12CCCN=C1CCCCC2.[CH2:21]([OH:24])[C:22]#[CH:23]>O1CCCC1.CCOCC.Cl.[Cu]I.C1C=CC([P]([Pd]([P](C2C=CC=CC=2)(C2C=CC=CC=2)C2C=CC=CC=2)([P](C2C=CC=CC=2)(C2C=CC=CC=2)C2C=CC=CC=2)[P](C2C=CC=CC=2)(C2C=CC=CC=2)C2C=CC=CC=2)(C2C=CC=CC=2)C2C=CC=CC=2)=CC=1>[CH3:9][S:8][C:5]1[CH:6]=[CH:7][C:2]([C:23]#[C:22][CH2:21][OH:24])=[CH:3][CH:4]=1 |^1:41,43,62,81|. Procedure: To a degassed solution of 4-bromothioanisole (10.15 g, 50.0 mmol) in tetrahydrofuran (50 mL) were in the following order added: copper(I) iodide (286 mg, 1.5 mmol), tetrakis(triphenylphosphine)palladium (1.73 g, 1.5 mmol), and 1,8-diazabicyclo[5.4.0]undec-7-ene (9.05 mL, 60.0 mmol). The resulting mixture was degassed one more time and a solution of propargyl alcohol (3.5 mL, 60.0 mmol) in tetrahydrofuran (5 mL) was added over period of 10 min. The reaction mixture was slowly heated up to 50° C. ... Reactants: CC(=O)O[BH-](OC(C)=O)OC(C)=O, CCc1nc2c(cnn2CC)c(NC2CCOCC2)c1CNC(=O)c1cccc(C(=O)NCc2ccc(C)c(-c3cccc(C=O)c3)c2)n1, CC(=O)O, CC(C)(C)OC(=O)N1CC2CC1CN2, ClCCl, [Na+]. Yields the product CCc1nc2c(cnn2CC)c(NC2CCOCC2)c1CNC(=O)c1cccc(C(=O)NCc2ccc(C)c(-c3cccc(CN4CC5CC4CN5C(=O)OC(C)(C)C)c3)c2)n1. Reaction SMILES: [C:64]([O:65][BH-:66]([O:67][C:68](=[O:69])[CH3:70])[O:71][C:72](=[O:73])[CH3:74])(=[O:75])[CH3:76].[CH2:1]([CH3:2])[n:3]1[n:4][cH:5][c:6]2[c:7]1[n:8][c:9]([CH2:48][CH3:49])[c:10]([CH2:19][NH:20][C:21](=[O:22])[c:23]1[n:24][c:25]([C:29](=[O:30])[NH:31][CH2:32][c:33]3[cH:34][c:35](-[c:40]4[cH:41][c:42]([CH:46]=[O:47])[cH:43][cH:44][cH:45]4)[c:36]([CH3:39])[cH:37][cH:38]3)[cH:26][cH:27][cH:28]1)[c:11]2[NH:12][CH:13]1[CH2:14][CH2:15][O:16][CH2:17][CH2:18]1.[CH3:78][C:79](=[O:80])[OH:81].[CH:50]12[N:51]([C:57](=[O:58])[O:59][C:60]([CH3:61])([CH3:62])[CH3:63])[CH2:52][CH:53]([NH:54][CH2:55]1)[CH2:56]2.[Cl:82][CH2:83][Cl:84].[Na+:77]>>[CH2:1]([CH3:2])[n:3]1[n:4][cH:5][c:6]2[c:7]1[n:8][c:9]([CH2:48][CH3:49])[c:10]([CH2:19][NH:20][C:21](=[O:22])[c:23]1[n:24][c:25]([C:29](=[O:30])[NH:31][CH2:32][c:33]3[cH:34][c:35](-[c:40]4[cH:41][c:42]([CH2:46][N:54]5[CH:53]6[CH2:52][N:51]([C:57](=[O:58])[O:59][C:60]([CH3:61])([CH3:62])[CH3:63])[CH:50]([CH2:55]5)[CH2:56]6)[cH:43][cH:44][cH:45]4)[c:36]([CH3:39])[cH:37][cH:38]3)[cH:26][cH:27][cH:28]1)[c:11]2[NH:12][CH:13]1[CH2:14][CH2:15][O:16][CH2:17][CH2:18]1.